This data is from the Open Reaction Database (ORD), a public repository of structured organic reaction records. The task is: describe an organic reaction: reactants, conditions, products, and yield The reactants are CS(=O)(=O)Cl, ClCCl, Nc1cc(N)cc(C(F)(F)F)c1, c1ccncc1. The product is CS(=O)(=O)Nc1cc(N)cc(C(F)(F)F)c1. RXN SMILES: [CH3:13][S:14]([Cl:15])(=[O:16])=[O:17].[Cl:24][CH2:25][Cl:26].[F:1][C:2]([c:3]1[cH:4][c:5]([NH2:10])[cH:6][c:7]([NH2:9])[cH:8]1)([F:11])[F:12].[cH:18]1[cH:19][cH:20][n:21][cH:22][cH:23]1>>[F:1][C:2]([c:3]1[cH:4][c:5]([NH:10][S:14]([CH3:13])(=[O:16])=[O:17])[cH:6][c:7]([NH2:9])[cH:8]1)([F:11])[F:12]. Reactants: CCOC(C)=O, CCCCCCC, O=C(c1cnccc1Oc1cc(Cl)ccc1Cl)N1CCCc2ccccc21, COc1cc(F)c(F)cc1N. The product is COc1cc(F)c(F)cc1NC(=O)c1cnccc1Oc1cc(Cl)ccc1Cl. Reaction SMILES: [C:39]([O:40][CH2:41][CH3:42])(=[O:43])[CH3:44].[CH3:45][CH2:46][CH2:47][CH2:48][CH2:49][CH2:50][CH3:51].[Cl:1][c:2]1[c:3]([O:4][c:5]2[c:6]([C:11](=[O:12])[N:13]3[c:14]4[c:15]([cH:16][cH:17][cH:18][cH:19]4)[CH2:20][CH2:21][CH2:22]3)[cH:7][n:8][cH:9][cH:10]2)[cH:23][c:24]([Cl:27])[cH:25][cH:26]1.[F:28][c:29]1[cH:30][c:31]([O:37][CH3:38])[c:32]([NH2:33])[cH:34][c:35]1[F:36]>>[Cl:1][c:2]1[c:3]([O:4][c:5]2[c:6]([C:11](=[O:12])[NH:33][c:32]3[c:31]([O:37][CH3:38])[cH:30][c:29]([F:28])[c:35]([F:36])[cH:34]3)[cH:7][n:8][cH:9][cH:10]2)[cH:23][c:24]([Cl:27])[cH:25][cH:26]1. Starting materials: NC1=C(C(=CC2=C1N(C(CO2)=O)C)F)N2C(N(C(=CC2=O)C(F)(F)F)C)=O (3-[5-Amino-7-fluoro-4-methyl-2H-1,4-benzoxazine-3(4H)-on-6-yl]-1-methyl-6-trifluoromethyl-2,4-(1H, 3H)-pyrimidinedione), C1=C(C=CC2=CC=CC=C12)C(=O)Cl (2-naphthoyl chloride). Run in O1CCOCC1 (dioxane). Product: C1=C(C=CC2=CC=CC=C12)C(=O)NC1=C(C(=CC2=C1N(C(CO2)=O)C)F)N2C(N(C(=CC2=O)C(F)(F)F)C)=O (3-[5-(2-naphthoyl)amino-7-fluoro-4-methyl-2H-1,4-benzoxazine-3(4H)-on-6-yl]-1-methyl-6-trifluoromethyl-2,4-(1H, 3H)-pyrimidinedione). The yield is 43.8%. RXN SMILES: [NH2:1][C:2]1[C:7]2[N:8]([CH3:13])[C:9](=[O:12])[CH2:10][O:11][C:6]=2[CH:5]=[C:4]([F:14])[C:3]=1[N:15]1[C:20](=[O:21])[CH:19]=[C:18]([C:22]([F:25])([F:24])[F:23])[N:17]([CH3:26])[C:16]1=[O:27].[CH:28]1[C:37]2[C:32](=[CH:33][CH:34]=[CH:35][CH:36]=2)[CH:31]=[CH:30][C:29]=1[C:38](Cl)=[O:39]>O1CCOCC1>[CH:28]1[C:37]2[C:32](=[CH:33][CH:34]=[CH:35][CH:36]=2)[CH:31]=[CH:30][C:29]=1[C:38]([NH:1][C:2]1[C:7]2[N:8]([CH3:13])[C:9](=[O:12])[CH2:10][O:11][C:6]=2[CH:5]=[C:4]([F:14])[C:3]=1[N:15]1[C:20](=[O:21])[CH:19]=[C:18]([C:22]([F:25])([F:24])[F:23])[N:17]([CH3:26])[C:16]1=[O:27])=[O:39]. Reported procedure: 3-[5-Amino-7-fluoro-4-methyl-2H-1,4-benzoxazine-3(4H)-on-6-yl]-1-methyl-6-trifluoromethyl-2,4-(1H, 3H)-pyrimidinedione (0.49 g) and 2-naphthoyl chloride (0.26 g) were mixed in dioxane (35 ml), the resulting mixture was refluxed for 7 hr. After evaporation, the residue was purified by silica gel column (hexane to 30% and 50% ethyl acetate) to yield the title compound (0.3 g). Reactants: N#CC1(c2ccccc2Br)CC1, CCO, Cl, NO, [Na+], [Na+], O=C([O-])[O-], O. Product: N=C(NO)C1(c2ccccc2Br)CC1. RXN SMILES: [Br:1][c:2]1[c:3]([C:8]2([C:11]#[N:12])[CH2:9][CH2:10]2)[cH:4][cH:5][cH:6][cH:7]1.[CH3:23][CH2:24][OH:25].[ClH:14].[NH2:15][OH:16].[Na+:17].[Na+:18].[O-:19][C:20](=[O:21])[O-:22].[OH2:13]>>[Br:1][c:2]1[c:3]([C:8]2([C:11]([NH:12][OH:13])=[NH:15])[CH2:9][CH2:10]2)[cH:4][cH:5][cH:6][cH:7]1. Reactants: C1CCOC1, O=C(OCc1ccccc1)C1CC=CC1, [Na]. Yields the product O=C(OCc1ccccc1)C1CCC(O)C1. RXN SMILES: [CH2:17]1[CH2:20][CH2:19][CH2:18][O:21]1.[CH:1]1([C:6](=[O:7])[O:8][CH2:9][c:10]2[cH:11][cH:12][cH:13][cH:14][cH:15]2)[CH2:2][CH:3]=[CH:4][CH2:5]1.[Na:16]>>[CH:1]1([C:6](=[O:7])[O:8][CH2:9][c:10]2[cH:11][cH:12][cH:13][cH:14][cH:15]2)[CH2:2][CH:3]([OH:21])[CH2:4][CH2:5]1.